Dataset: the Open Reaction Database (ORD), a public repository of structured organic reaction records. Task: describe an organic reaction: reactants, conditions, products, and yield The reactants are COC(=O)C1=NC=C2C=CC(N(C2=C1O)CC1=CC=CC=C1)=O (1-benzyl-8-hydroxy-2-oxo-1,2-dihydro-[1,6]naphthyridine-7-carboxylic acid methyl ester), NCCNC(C)=O (N-(2-amino-ethyl)-acetamide), CC(=O)O (AcOH), O (water). Solvent: CCO (EtOH), CCOC(=O)C (EtOAc). Product: C(C)(=O)NCCNC(=O)C1=NC=C2C=CC(N(C2=C1O)CC1=CC=CC=C1)=O (1-Benzyl-8-hydroxy-2-oxo-1,2-dihydro-[1,6]naphthyridine-7-carboxylic acid (2-acetylamino-ethyl)-amide). Yield: 64.7%. Reaction SMILES: CO[C:3]([C:5]1[C:14]([OH:15])=[C:13]2[C:8]([CH:9]=[CH:10][C:11](=[O:23])[N:12]2[CH2:16][C:17]2[CH:22]=[CH:21][CH:20]=[CH:19][CH:18]=2)=[CH:7][N:6]=1)=[O:4].[NH2:24][CH2:25][CH2:26][NH:27][C:28](=[O:30])[CH3:29].CC(O)=O.O>CCO.CCOC(C)=O>[C:28]([NH:27][CH2:26][CH2:25][NH:24][C:3]([C:5]1[C:14]([OH:15])=[C:13]2[C:8]([CH:9]=[CH:10][C:11](=[O:23])[N:12]2[CH2:16][C:17]2[CH:18]=[CH:19][CH:20]=[CH:21][CH:22]=2)=[CH:7][N:6]=1)=[O:4])(=[O:30])[CH3:29]. Procedure details: A mixture of 1-benzyl-8-hydroxy-2-oxo-1,2-dihydro-[1,6]naphthyridine-7-carboxylic acid methyl ester (20 mg, 0.065 mmol) and N-(2-amino-ethyl)-acetamide (20 mg, 0.19 mmol) in EtOH (3 mL) was refluxed for 16 h. After cooling to r.t., AcOH (0.1 mL), water (15 mL) and EtOAc (20 mL) were added. The aqueous layer was extracted with additional EtOAc, and the organic layers were combined, dried over MgSO4, and concentrated. The crude product was purified by silica gel chromatography (0-7% MeOH/CH2Cl2) t... Reactants: COC1=C(C(=CC(=C1)OC)OC)CO ((2,4,6-trimethoxyphenyl)methanol), BrC1=C(C=CC=C1)S (2-bromobenzenethiol), C(=O)(C(F)(F)F)O (TFA), C(=O)(O)[O-].[Na+] (NaHCO3). Run in C(Cl)Cl (DCM). The product is white solid, BrC1=C(C=CC=C1)SCC1=C(C=C(C=C1OC)OC)OC ((2-bromophenyl)(2,4,6-trimethoxybenzyl)sulfane). Isolated yield 8.9%. As a reaction SMILES: [CH3:1][O:2][C:3]1[CH:8]=[C:7]([O:9][CH3:10])[CH:6]=[C:5]([O:11][CH3:12])[C:4]=1[CH2:13]O.[Br:15][C:16]1[CH:21]=[CH:20][CH:19]=[CH:18][C:17]=1[SH:22].C(O)(C(F)(F)F)=O.C([O-])(O)=O.[Na+]>C(Cl)Cl>[Br:15][C:16]1[CH:21]=[CH:20][CH:19]=[CH:18][C:17]=1[S:22][CH2:13][C:4]1[C:5]([O:11][CH3:12])=[CH:6][C:7]([O:9][CH3:10])=[CH:8][C:3]=1[O:2][CH3:1] |f:3.4|. Reported procedure: To a solution of 30.8 g (2,4,6-trimethoxyphenyl)methanol (155.4 mmol) and 29.2 g 2-bromobenzenethiol (155.4 mmol) in 150 ml DCM at 0° C. was added dropwise 1.3 eq TFA. The reaction was stirred 15 minutes at room temperature before saturated NaHCO3 was added until neutral. The organic volatiles were removed under reduced pressure and the aqueous residue was extracted with ethyl acetate (3×150 ml). The organic layer was collected, washed with brine and dried over magnesium sulfate, filtered, and c... The reactants are ClCCCCBr, CN(C)C=O, N#CC(C#N)Cc1ccc(C(F)(F)F)cc1, [H-], [Na+]. Yields the product N#CC(C#N)(CCCCCl)Cc1ccc(C(F)(F)F)cc1. RXN SMILES: [Br:19][CH2:20][CH2:21][CH2:22][CH2:23][Cl:24].[CH3:25][N:26]([CH3:27])[CH:28]=[O:29].[F:1][C:2]([c:3]1[cH:4][cH:5][c:6]([CH2:7][CH:8]([C:9]#[N:10])[C:11]#[N:12])[cH:13][cH:14]1)([F:15])[F:16].[H-:17].[Na+:18]>>[F:1][C:2]([c:3]1[cH:4][cH:5][c:6]([CH2:7][C:8]([C:9]#[N:10])([C:11]#[N:12])[CH2:20][CH2:21][CH2:22][CH2:23][Cl:24])[cH:13][cH:14]1)([F:15])[F:16]. The reactants are C1(=CC=CC=C1)O (phenol), C1(=CC=CC=C1)O (phenol), C=O (formaldehyde), C1=C(C=CC=C1O)C (meta-cresol), C(C)C=1C=C(C=CC1)O (meta-ethylphenol). Reagents/catalysts: C(=O)[O-].[Cd+2].C(=O)[O-] (cadmium formate), C(C)(=O)[O-].[Zn+2].C(C)(=O)[O-] (zinc acetate). Product: C=1C=CC(=C(C1)CO)O (saligenol). As a reaction SMILES: [C:1]1([OH:7])[CH:6]=[CH:5][CH:4]=[CH:3][CH:2]=1.C1[C:13]([OH:14])=CC=CC=1C.C(C1C=C(O)C=CC=1)C.C=O>C([O-])(=O)C.[Zn+2].C([O-])(=O)C.C([O-])=O.[Cd+2].C([O-])=O>[CH:4]1[CH:3]=[CH:2][C:1]([OH:7])=[C:6]([CH2:13][OH:14])[CH:5]=1 |f:4.5.6,7.8.9|. Procedure: Marchand and Grenet U.S. Pat. Nos. 3,290,352 and 3,290,393, patented Dec. 6, 1966, note that British Pat. No. 774,696 condenses phenol, meta-cresol or meta-ethylphenol with formaldehyde in aqueous medium in the presence of zinc acetate or cadmium formate. Starting with phenol, the best yield of pure saligenol obtained is 21%. Starting materials: CN[C@H]1[C@@H](CCCC1)NC (trans-N,N′-dimethyl-cyclohexane-1,2-diamine), C1(CC1)C=1N=C2N(C=C(C=C2)I)C1C (2-cyclopropyl-6-iodo-3-methylimidazo[1,2-a]pyridine), O=C1NC=CC(=C1)C(=O)OC (methyl 2-oxo-1,2-dihydropyridine-4-carboxylate), C([O-])([O-])=O.[K+].[K+] (potassium carbonate). Reagents/catalysts: [Cu]I (CuI). Solvent: O1CCOCC1 (dioxane). Run at temperature 110 celsius. Yields the product C1(CC1)C=1N=C2N(C=C(C=C2)N2C(C=C(C=C2)C(=O)OC)=O)C1C (Methyl 1-(2-cyclopropyl-3-methylimidazo[1,2-a]pyridin-6-yl)-2-oxo-1,2-dihydropyridine-4-carboxylate). Isolated yield 26.7%. RXN SMILES: [CH:1]1([C:4]2[N:5]=[C:6]3[CH:11]=[CH:10][C:9](I)=[CH:8][N:7]3[C:13]=2[CH3:14])[CH2:3][CH2:2]1.[O:15]=[C:16]1[CH:21]=[C:20]([C:22]([O:24][CH3:25])=[O:23])[CH:19]=[CH:18][NH:17]1.C(=O)([O-])[O-].[K+].[K+].CN[C@@H]1CCCC[C@H]1NC>[Cu]I.O1CCOCC1>[CH:1]1([C:4]2[N:5]=[C:6]3[CH:11]=[CH:10][C:9]([N:17]4[CH:18]=[CH:19][C:20]([C:22]([O:24][CH3:25])=[O:23])=[CH:21][C:16]4=[O:15])=[CH:8][N:7]3[C:13]=2[CH3:14])[CH2:3][CH2:2]1 |f:2.3.4|. Procedure: To a mixture of 2-cyclopropyl-6-iodo-3-methylimidazo[1,2-a]pyridine (1.9 g), methyl 2-oxo-1,2-dihydropyridine-4-carboxylate (1.0 g), potassium carbonate (901 mg) and dioxane (30 ml) were added CuI (248 mg) and trans-N,N′-dimethyl-cyclohexane-1,2-diamine (308 mg), and the mixture was heated at 110° C. in a sealed tube for 16 h. The reaction mixture was cooled to room temperature, concentrated in vacuo, and diluted with a mixture of DCM and MeOH. The insoluble material was removed by filtration, a...